Dataset: the Open Reaction Database (ORD), a public repository of structured organic reaction records. Task: describe an organic reaction: reactants, conditions, products, and yield Starting materials: C(C)(C)(C)OC(CN1C(CN(C2=C(C=CC=C12)F)C(NCC1=C(C=C(C=C1)C(=O)N1C2=C(CCCC1)C=CC=C2)C)=O)=O)=O ({5-fluoro-4-[2-methyl-4-(2,3,4,5-tetrahydrobenzo[b]azepine-1-carbonyl)benzylcarbamoyl]-2-oxo-3,4-dihydro-2H-quinoxalin-1-yl}acetic acid tert-butyl ester), FC(C(=O)O)(F)F (trifluoroacetic acid). Run in ClCCl (dichloromethane). Reaction conditions: time 1.5 hour. The product is FC1=C2N(CC(N(C2=CC=C1)CC(=O)O)=O)C(NCC1=C(C=C(C=C1)C(=O)N1C2=C(CCCC1)C=CC=C2)C)=O ({5-Fluoro-4-[2-methyl-4-(2,3,4,5-tetrahydrobenzo[b]azepine-1-carbonyl)-benzylcarbamoyl]-2-oxo-3,4-dihydro-2H-quinoxalin-1-yl }acetic Acid). As a reaction SMILES: C([O:5][C:6](=[O:44])[CH2:7][N:8]1[C:17]2[C:12](=[C:13]([F:18])[CH:14]=[CH:15][CH:16]=2)[N:11]([C:19](=[O:42])[NH:20][CH2:21][C:22]2[CH:27]=[CH:26][C:25]([C:28]([N:30]3[CH2:36][CH2:35][CH2:34][CH2:33][C:32]4[CH:37]=[CH:38][CH:39]=[CH:40][C:31]3=4)=[O:29])=[CH:24][C:23]=2[CH3:41])[CH2:10][C:9]1=[O:43])(C)(C)C.FC(F)(F)C(O)=O>ClCCl>[F:18][C:13]1[CH:14]=[CH:15][CH:16]=[C:17]2[C:12]=1[N:11]([C:19](=[O:42])[NH:20][CH2:21][C:22]1[CH:27]=[CH:26][C:25]([C:28]([N:30]3[CH2:36][CH2:35][CH2:34][CH2:33][C:32]4[CH:37]=[CH:38][CH:39]=[CH:40][C:31]3=4)=[O:29])=[CH:24][C:23]=1[CH3:41])[CH2:10][C:9](=[O:43])[N:8]2[CH2:7][C:6]([OH:44])=[O:5]. Reported procedure: To a solution of {5-fluoro-4-[2-methyl-4-(2,3,4,5-tetrahydrobenzo[b]azepine-1-carbonyl)benzylcarbamoyl]-2-oxo-3,4-dihydro-2H-quinoxalin-1-yl}acetic acid tert-butyl ester from Example 7B (105 mg, 0.175 mmol) in dichloromethane (4.0 ml) was added trifluoroacetic acid (4.0 ml). The mixture was stirred for 1.5 h, evaporated in vacuo and azeotroped with toluene to give a white solid; yield 95 mg, 100%. Reactants: Cl.CN(CCCN=C=NCC)C (1-(3-dimethylaminopropyl)-3-ethylcarbodiimide hydrochloride), Cl.NCC1=C2C(N(C(C2=CC=C1)=O)C1C(NC(CC1)=O)=O)=O (4-aminomethyl-2-(2,6-dioxo-piperidin-3-yl)-isoindole-1,3-dione hydrochloride), N12CCCCCC2=NCCC1 (1,8-diazabicyclo[5,4,0]undec-7-ene), ON1N=NC2=C1C=CC=C2 (1-hydroxybenzotriazole), COC1=CC2=C(C(=CO2)CC(=O)O)C=C1 (2-(6-methoxy-1-benzofuran-3-yl)-acetic acid). Solvent: C(C)#N (acetonitrile). Conditions: time 10 minute. The product is O=C1NC(CCC1N1C(C2=CC=CC(=C2C1=O)CNC(CC1=COC2=C1C=CC(=C2)OC)=O)=O)=O (N-[2-(2,6-dioxo-piperidin-3-yl)-1,3-dioxo-2,3-dihydro-1H-isoindol-4-ylmethyl]2-(6-methoxy-benzofuran-3-yl)-acetamide). Isolated yield 73.0%. Reaction SMILES: Cl.[NH2:2][CH2:3][C:4]1[CH:12]=[CH:11][CH:10]=[C:9]2[C:5]=1[C:6](=[O:22])[N:7]([CH:14]1[CH2:19][CH2:18][C:17](=[O:20])[NH:16][C:15]1=[O:21])[C:8]2=[O:13].N12CCCN=C1CCCCC2.ON1C2C=CC=CC=2N=N1.[CH3:44][O:45][C:46]1[CH:58]=[CH:57][C:49]2[C:50]([CH2:53][C:54](O)=[O:55])=[CH:51][O:52][C:48]=2[CH:47]=1.Cl.CN(C)CCCN=C=NCC>C(#N)C>[O:21]=[C:15]1[CH:14]([N:7]2[C:6](=[O:22])[C:5]3[C:9](=[CH:10][CH:11]=[CH:12][C:4]=3[CH2:3][NH:2][C:54](=[O:55])[CH2:53][C:50]3[C:49]4[CH:57]=[CH:58][C:46]([O:45][CH3:44])=[CH:47][C:48]=4[O:52][CH:51]=3)[C:8]2=[O:13])[CH2:19][CH2:18][C:17](=[O:20])[NH:16]1 |f:0.1,5.6|. Procedure details: To a stirred suspension of 4-aminomethyl-2-(2,6-dioxo-piperidin-3-yl)-isoindole-1,3-dione hydrochloride (0.7 g, 2.2 mmol) in acetonitrile (60 mL), was added 1,8-diazabicyclo[5,4,0]undec-7-ene (0.8 g, 5.4 mmol). After stirring for 10 minutes, 1-hydroxybenzotriazole (0.4 g, 2.6 mmol) and 2-(6-methoxy-1-benzofuran-3-yl)-acetic acid were added, followed by 1-(3-dimethylaminopropyl)-3-ethylcarbodiimide hydrochloride (0.6 g, 3.2 mmol). After stirring at room temperature overnight, the mixture was conc... Reactants: Cc1ccccc1, COc1ccc(CSc2cc(Cl)ccc2CN(C)C)cc1, CCOC(=O)Cl. Yields the product COc1ccc(CSc2cc(Cl)ccc2CCl)cc1. RXN SMILES: [CH3:28][c:29]1[cH:30][cH:31][cH:32][cH:33][cH:34]1.[Cl:1][c:2]1[cH:3][c:4]([S:12][CH2:13][c:14]2[cH:15][cH:16][c:17]([O:20][CH3:21])[cH:18][cH:19]2)[c:5]([CH2:6][N:7]([CH3:8])[CH3:9])[cH:10][cH:11]1.[Cl:22][C:23]([O:24][CH2:25][CH3:26])=[O:27]>>[Cl:1][c:2]1[cH:3][c:4]([S:12][CH2:13][c:14]2[cH:15][cH:16][c:17]([O:20][CH3:21])[cH:18][cH:19]2)[c:5]([CH2:6][Cl:22])[cH:10][cH:11]1. Starting materials: product, ClC1=C(OC=2C=C(C(=O)O)C=CC2)C=CC(=C1)[N+](=O)[O-] (3(2-chloro-4-nitrophenoxy)benzoic acid), N(=O)[O-].[Na+] (sodium nitrite), cuprous chloride, Cl (hydrochloric acid), Cl (hydrochloric acid). Solvent: CN(C=O)C (dimethyl formamide), O (water). Reaction conditions: temperature 60 celsius, time 30 minute. The product is ClC1=C(OC=2C=C(C(=O)O)C=CC2)C=CC(=C1)Cl (3(2,4-dichlorophenoxy)benzoic acid). Reaction SMILES: [Cl:1][C:2]1[CH:17]=[C:16]([N+]([O-])=O)[CH:15]=[CH:14][C:3]=1[O:4][C:5]1[CH:6]=[C:7]([CH:11]=[CH:12][CH:13]=1)[C:8]([OH:10])=[O:9].N([O-])=O.[Na+].[ClH:25]>CN(C)C=O.O>[Cl:1][C:2]1[CH:17]=[C:16]([Cl:25])[CH:15]=[CH:14][C:3]=1[O:4][C:5]1[CH:6]=[C:7]([CH:11]=[CH:12][CH:13]=1)[C:8]([OH:10])=[O:9] |f:1.2|. Procedure: The product (10 g) from paragraph (a) was dissolved in dimethyl formamide (150 ml), cooled to 5°-10° C. and concentrated hydrochloric acid (40 ml) added dropwise, the temperature being kept at 10°-15° C. The mixture was then kept at 5° C. while sodium nitrite (5.2 g) in water (20 ml) was added dropwise with stirring over a period of 30 minutes. The solution so prepared was added dropwise to a solution of cuprous chloride (19 g) in concentrated hydrochloric acid (150 ml) kept at 10° C., giving a ... Reactants: COc1ccc(C(=O)c2cc(CCC(=O)O)c(OC)cc2OC)cc1, CC(=O)[O-], CCO, Cl, NO, [Na+]. Product: COc1ccc(C(=NO)c2cc(CCC(=O)O)c(OC)cc2OC)cc1. Reaction SMILES: [CH3:1][O:2][c:3]1[c:4]([CH2:21][CH2:22][C:23](=[O:24])[OH:25])[cH:5][c:6]([C:11]([c:12]2[cH:13][cH:14][c:15]([O:18][CH3:19])[cH:16][cH:17]2)=[O:20])[c:7]([O:9][CH3:10])[cH:8]1.[CH3:30][C:31](=[O:32])[O-:33].[CH3:34][CH2:35][OH:36].[ClH:26].[NH2:27][OH:28].[Na+:29]>>[CH3:1][O:2][c:3]1[c:4]([CH2:21][CH2:22][C:23](=[O:24])[OH:25])[cH:5][c:6]([C:11]([c:12]2[cH:13][cH:14][c:15]([O:18][CH3:19])[cH:16][cH:17]2)=[N:27][OH:28])[c:7]([O:9][CH3:10])[cH:8]1.